Dataset: the Open Reaction Database (ORD), a public repository of structured organic reaction records. Task: describe an organic reaction: reactants, conditions, products, and yield Reactants: NC(CC1=CC=CC=C1)P(O)O ((±) 1-Amino-2-phenylethyl phosphonous acid), [OH-].[Na+] (NaOH), ClC(=O)OCC1=CC=CC=C1 (benzyl chloroformate), [OH-].[Na+] (NaOH). The solvent is O1CCOCC1 (dioxane). Reaction conditions: time 16 hour. Product: C(=O)(OCC1=CC=CC=C1)NC(CC1=CC=CC=C1)P(O)O ((±)N-CBZ-1-Amino-2-phenylethyl Phosphonous Acid). RXN SMILES: [NH2:1][CH:2]([P:10]([OH:12])[OH:11])[CH2:3][C:4]1[CH:9]=[CH:8][CH:7]=[CH:6][CH:5]=1.[OH-].[Na+].Cl[C:16]([O:18][CH2:19][C:20]1[CH:25]=[CH:24][CH:23]=[CH:22][CH:21]=1)=[O:17]>O1CCOCC1>[C:16]([NH:1][CH:2]([P:10]([OH:12])[OH:11])[CH2:3][C:4]1[CH:9]=[CH:8][CH:7]=[CH:6][CH:5]=1)([O:18][CH2:19][C:20]1[CH:25]=[CH:24][CH:23]=[CH:22][CH:21]=1)=[O:17] |f:1.2|. Procedure: To a solution of (±)1-Amino-2-phenylethyl phosphonous acid (19) (70 mmol) in dioxane (200 mL) and aqueous 1 M NaOH (75 mL) at 0° C. was added dropwise benzyl chloroformate (20 mL). The pH of the solution during this addition was kept at 8-9 with the simultaneous addition of aqueous 1M NaOH (75 mL). The reaction mixture was stirred at room temperature for a further 16 hours and then was concentrated in vacuo to half volume. Washed with diethyl ether (2×75 mL) and then acidified to pH1 with the ad... Reactants: C1(=CC=C(C=C1)[C@@]1(C[C@H](N(C1)C(=O)OCC1=CC=CC=C1)C(=O)OC)SC[Si](C)(C)C)C1=CC=CC=C1 ((2S,4R)-1-benzyl 2-methyl 4-(biphenyl-4-yl)-4-((trimethylsilyl)methylthio)pyrrolidine-1,2-dicarboxylate), O.[OH-].[Li+] (Lithium hydroxide monohydrate). Solvent: C1CCOC1 (THF), CO (MeOH), O (Water). Run at time 3 day. Yields the product desired product, C(C1=CC=CC=C1)OC(=O)N1[C@@H](C[C@@](C1)(SC[Si](C)(C)C)C1=CC=C(C=C1)C1=CC=CC=C1)C(=O)O ((2S,4R)-1-(benzyloxycarbonyl)-4-(biphenyl-4-yl)-4-((trimethylsilyl)methylthio)pyrrolidine-2-carboxylic acid). The yield is 90.2%. As a reaction SMILES: [C:1]1([C:32]2[CH:37]=[CH:36][CH:35]=[CH:34][CH:33]=2)[CH:6]=[CH:5][C:4]([C@@:7]2([S:26][CH2:27][Si:28]([CH3:31])([CH3:30])[CH3:29])[CH2:11][N:10]([C:12]([O:14][CH2:15][C:16]3[CH:21]=[CH:20][CH:19]=[CH:18][CH:17]=3)=[O:13])[C@H:9]([C:22]([O:24]C)=[O:23])[CH2:8]2)=[CH:3][CH:2]=1.O.[OH-].[Li+]>C1COCC1.CO.O>[CH2:15]([O:14][C:12]([N:10]1[CH2:11][C@@:7]([C:4]2[CH:3]=[CH:2][C:1]([C:32]3[CH:33]=[CH:34][CH:35]=[CH:36][CH:37]=3)=[CH:6][CH:5]=2)([S:26][CH2:27][Si:28]([CH3:31])([CH3:29])[CH3:30])[CH2:8][C@H:9]1[C:22]([OH:24])=[O:23])=[O:13])[C:16]1[CH:17]=[CH:18][CH:19]=[CH:20][CH:21]=1 |f:1.2.3|. Reported procedure: To a solution of (2S,4R)-1-benzyl 2-methyl 4-(biphenyl-4-yl)-4-((trimethylsilyl)methylthio)pyrrolidine-1,2-dicarboxylate (472 mg, 0.884 mmol) in THF (10 mL) and MeOH (10 mL) was added premade solution of Lithium hydroxide monohydrate (74.2 mg, 1.769 mmol) in Water (10 mL). The formed white slurry was stirred at room temperature for 3 days. Quenched with 5% citric acid, extracted with EtOAc. The organic layer was washed with brine, dried over MgSO4, filtered, evaporated to afford the desired prod... Starting materials: C(=NC1CCCCC1)=NC1CCCCC1, CN(C)c1ccncc1, ClCCl, OCc1cc(C(F)(F)F)cc(C(F)(F)F)c1, O=C(O)c1ccccc1Oc1ccccc1. Yields the product O=C(OCc1cc(C(F)(F)F)cc(C(F)(F)F)c1)c1ccccc1Oc1ccccc1. Reaction SMILES: [CH2:33]1[CH2:34][CH2:35][CH:36]([N:37]=[C:38]=[N:39][CH:40]2[CH2:41][CH2:42][CH2:43][CH2:44][CH2:45]2)[CH2:46][CH2:47]1.[CH3:51][N:52]([CH3:53])[c:54]1[cH:55][cH:56][n:57][cH:58][cH:59]1.[Cl:48][CH2:49][Cl:50].[F:17][C:18]([c:19]1[cH:20][c:21]([CH2:22][OH:23])[cH:24][c:25]([C:27]([F:28])([F:29])[F:30])[cH:26]1)([F:31])[F:32].[O:1]([c:2]1[cH:3][cH:4][cH:5][cH:6][cH:7]1)[c:8]1[c:9]([C:10](=[O:11])[OH:12])[cH:13][cH:14][cH:15][cH:16]1>>[O:1]([c:2]1[cH:3][cH:4][cH:5][cH:6][cH:7]1)[c:8]1[c:9]([C:10]([O:11][CH2:22][c:21]2[cH:20][c:19]([C:18]([F:17])([F:31])[F:32])[cH:26][c:25]([C:27]([F:28])([F:29])[F:30])[cH:24]2)=[O:12])[cH:13][cH:14][cH:15][cH:16]1. The reactants are Cl, Cc1c(Nc2ccccc2N)c(C(=O)O)n(C)c1C, O. Product: Cc1c2c(n(C)c1C)C(=O)Nc1ccccc1N2. Reaction SMILES: [ClH:1].[NH2:2][c:3]1[c:4]([NH:9][c:10]2[c:11]([C:18](=[O:19])[OH:20])[n:12]([CH3:17])[c:13]([CH3:16])[c:14]2[CH3:15])[cH:5][cH:6][cH:7][cH:8]1.[OH2:21]>>[NH:2]1[c:3]2[c:4]([cH:5][cH:6][cH:7][cH:8]2)[NH:9][c:10]2[c:11]([n:12]([CH3:17])[c:13]([CH3:16])[c:14]2[CH3:15])[C:18]1=[O:20]. Starting materials: OCC1=C(C(=CC(=C1C)C)CO)O (2,6-bis(hydroxymethyl)-3,4-dimethylphenol), crude product, C1(O)=CC(O)=CC=C1 (resorcinol), Cl (hydrochloric acid). The yield is 55.7%. Reported procedure: In a one liter reaction flask were dissolved 220.0 g of resorcinol in 300 ml of de-mineralized water. To this solution 18.22 g of 2,6-bis(hydroxymethyl)-3,4-dimethylphenol was added and stirred until it dissolved. 5 ml of concentrated hydrochloric acid was then added and the reaction mixture stirred at ambient temperature for about 15 hours. The mixture was then chilled to -12° C. and the crystalline precipitate isolated in a chilled Buchner funnel. The crude product was suspended in 300 ml of d... RXN SMILES: [C:1]1([CH:8]=[CH:7][CH:6]=[C:4]([OH:5])[CH:3]=1)[OH:2].O[CH2:10][C:11]1[C:16]([CH3:17])=[C:15]([CH3:18])[CH:14]=[C:13]([CH2:19]O)[C:12]=1[OH:21].Cl>O>[OH:2][C:1]1[CH:3]=[C:4]([OH:5])[CH:6]=[CH:7][C:8]=1[CH2:10][C:11]1[C:16]([CH3:17])=[C:15]([CH3:18])[CH:14]=[C:13]([CH2:19][C:6]2[CH:7]=[CH:8][C:1]([OH:2])=[CH:3][C:4]=2[OH:5])[C:12]=1[OH:21]. Run at temperature -12 celsius. Yields the product OC1=C(CC2=C(C(=CC(=C2C)C)CC2=C(C=C(C=C2)O)O)O)C=CC(=C1)O (2,6-Bis(2,4-dihydroxybenzyl)-3,4-dimethylphenol). The solvent is O (water), O (water).